Dataset: the Open Reaction Database (ORD), a public repository of structured organic reaction records. Task: describe an organic reaction: reactants, conditions, products, and yield Starting materials: ( 1.00 ), COC1=CC=C(C=C1)S(=O)(=O)NC1=C(C=CC=C1)/C=C/C1=CC=NC=C1 ((E)-4-[2-[2-[[(p-Methoxyphenyl)sulfonyl]amino]phenyl]ethenyl]pyridine), Cl (hydrogen chloride). Run in CO (methanol). Product: Cl.COC1=CC=C(C=C1)S(=O)(=O)NC1=C(C=CC=C1)/C=C/C1=CC=NC=C1 ((E)-4-[2-[2-[[(p-Methoxyphenyl)sulfonyl]amino]phenyl]ethenyl]pyridine Hydrochloride). As a reaction SMILES: [CH3:1][O:2][C:3]1[CH:8]=[CH:7][C:6]([S:9]([NH:12][C:13]2[CH:18]=[CH:17][CH:16]=[CH:15][C:14]=2/[CH:19]=[CH:20]/[C:21]2[CH:26]=[CH:25][N:24]=[CH:23][CH:22]=2)(=[O:11])=[O:10])=[CH:5][CH:4]=1.[ClH:27]>CO>[ClH:27].[CH3:1][O:2][C:3]1[CH:4]=[CH:5][C:6]([S:9]([NH:12][C:13]2[CH:18]=[CH:17][CH:16]=[CH:15][C:14]=2/[CH:19]=[CH:20]/[C:21]2[CH:26]=[CH:25][N:24]=[CH:23][CH:22]=2)(=[O:11])=[O:10])=[CH:7][CH:8]=1 |f:3.4|. Reported procedure: One (1.00) compound obtained in Example 3A was dissolved in 100 ml of methanol followed by addition of hydrogen chloride gas-saturated ethereal solution of 5 times as much by volume under ice-cooling. The solvent was then evaporated off to provide 1.07 g of the title compound as yellow powders. m.p. 258-261° C. (decomp.) Reaction conditions: temperature 140 celsius. The product is OCC1=C(C(N=N1)=O)C1=CC=CC=C1 (5-Hydroxymethyl-4-phenylpyrazol-3-one). RXN SMILES: O[C:2]1[CH:3]([C:8]2[CH:13]=[CH:12][CH:11]=[CH:10][CH:9]=2)[C:4](=[O:7])[O:5][CH:6]=1.O.[NH2:15][NH2:16]>CCO>[OH:5][CH2:6][C:2]1[N:16]=[N:15][C:4](=[O:7])[C:3]=1[C:8]1[CH:13]=[CH:12][CH:11]=[CH:10][CH:9]=1 |f:1.2|. Reported procedure: 4-Hydroxy-3-phenyl-2-furanone (5 g, 28.3 mmol) was dissolved in EtOH (60 mL) with hydrazine hydrate (6.9 mL, 0.142 mol) and heated at 140° C. in a sealed tube for 64h. Further hydrazine hydrate (4 mL, 82 mmol) was added and the mixture heated at 140° C. for another 48h. The solvent was evaporated and the residue was chromatographed on silica, eluting with 10% MeOH/DCM, followed by 20% MeOH/DCM to afford the title compound (3.62 g, 67%) as a cream solid. mp 165-168° C. 1H NMR (400 MHz, d6-DMSO) δ... Starting materials: OC=1C(C(OC1)=O)C1=CC=CC=C1 (4-Hydroxy-3-phenyl-2-furanone), O.NN (hydrazine hydrate), O.NN (hydrazine hydrate). Run in CCO (EtOH). The yield is 68.0%. Reaction SMILES: [Br:17][c:18]1[cH:19][cH:20][c:21]([O:24][CH2:25][CH:26]2[CH2:27][CH2:28][N:29]([c:32]3[n:33][c:34]([CH:37]([CH3:38])[CH3:39])[n:35][o:36]3)[CH2:30][CH2:31]2)[cH:22][cH:23]1.[C:40](=[O:41])([O-:42])[O-:43].[CH3:87][O:88][CH2:89][CH2:90][O:91][CH3:92].[Na+:44].[Na+:45].[OH:1][CH2:2][CH2:3][NH:4][S:5](=[O:6])(=[O:7])[c:8]1[cH:9][cH:10][c:11]([B:14]([OH:15])[OH:16])[cH:12][cH:13]1.[Pd:46]([Cl:47])[Cl:48].[c:49]1([P:50]([c:51]2[cH:52][cH:53][cH:54][cH:55][cH:56]2)[c:57]2[cH:58][cH:59][cH:60][cH:61][cH:62]2)[cH:63][cH:64][cH:65][cH:66][cH:67]1.[c:68]1([P:69]([c:70]2[cH:71][cH:72][cH:73][cH:74][cH:75]2)[c:76]2[cH:77][cH:78][cH:79][cH:80][cH:81]2)[cH:82][cH:83][cH:84][cH:85][cH:86]1>>[OH:1][CH2:2][CH2:3][NH:4][S:5](=[O:6])(=[O:7])[c:8]1[cH:9][cH:10][c:11](-[c:18]2[cH:19][cH:20][c:21]([O:24][CH2:25][CH:26]3[CH2:27][CH2:28][N:29]([c:32]4[n:33][c:34]([CH:37]([CH3:38])[CH3:39])[n:35][o:36]4)[CH2:30][CH2:31]3)[cH:22][cH:23]2)[cH:12][cH:13]1. Reactants: CC(C)c1noc(N2CCC(COc3ccc(Br)cc3)CC2)n1, O=C([O-])[O-], COCCOC, [Na+], [Na+], O=S(=O)(NCCO)c1ccc(B(O)O)cc1, Cl[Pd]Cl, c1ccc(P(c2ccccc2)c2ccccc2)cc1, c1ccc(P(c2ccccc2)c2ccccc2)cc1. Yields the product CC(C)c1noc(N2CCC(COc3ccc(-c4ccc(S(=O)(=O)NCCO)cc4)cc3)CC2)n1. Starting materials: O(C(=O)OC(C)(C)C)C(=O)OC(C)(C)C (BOC2O), C(C)(C)(C)C1=CC=C(CN)C=C1 (4-tert-Butyl-benzylamine), C(C)(C)(C)C1=CC=C(C=C1)CN=C=O (1-tert-Butyl-4-isocyanatomethyl-benzene), NCC1=CC(=C(C(=C1)C=C)NS(=O)(=O)C)C (N-(4-Aminomethyl-2-methyl-6-vinyl-phenyl)-methanesulfonamide), TEA. The reagents and catalysts are CN(C)C=1C=CN=CC1 (DMAP). The solvent is C(Cl)Cl (CH2Cl2). Conditions: time 12 hour. Product: C(C)(C)(C)C1=CC=C(CNC(NCC2=CC(=C(C(=C2)C=C)NS(=O)(=O)C)C)=O)C=C1 (N-{4-[3-(4-tert-Butyl-benzyl)ureidomethyl]-2-methyl-6-vinylphenyl}methanesulfonamide). Isolated yield 23.9%. As a reaction SMILES: C(C1C=CC(CN)=CC=1)(C)(C)C.O(C(OC(C)(C)C)=O)C(OC(C)(C)C)=O.[C:28]([C:32]1[CH:37]=[CH:36][C:35]([CH2:38][N:39]=[C:40]=[O:41])=[CH:34][CH:33]=1)([CH3:31])([CH3:30])[CH3:29].[NH2:42][CH2:43][C:44]1[CH:49]=[C:48]([CH:50]=[CH2:51])[C:47]([NH:52][S:53]([CH3:56])(=[O:55])=[O:54])=[C:46]([CH3:57])[CH:45]=1>C(Cl)Cl.CN(C1C=CN=CC=1)C>[C:28]([C:32]1[CH:33]=[CH:34][C:35]([CH2:38][NH:39][C:40](=[O:41])[NH:42][CH2:43][C:44]2[CH:49]=[C:48]([CH:50]=[CH2:51])[C:47]([NH:52][S:53]([CH3:56])(=[O:55])=[O:54])=[C:46]([CH3:57])[CH:45]=2)=[CH:36][CH:37]=1)([CH3:31])([CH3:29])[CH3:30]. Reported procedure: 4-tert-Butyl-benzylamine (1.5 eq, 71.91 μl, 0.44 mmol) was added in CH2Cl2 and then BOC2O (1.5 eq, 0.44 mmol, 101.19 μl) and DMAP (0.2 eq, 0.06 mmol, 7.08 mg) were slowly added. After confirming the synthesis of the 1-tert-Butyl-4-isocyanatomethyl-benzene, N-(4-Aminomethyl-2-methyl-6-vinyl-phenyl)-methanesulfonamide (1 eq, 0.29 mmol, 70.5 mg) and TEA (2 eq, 0.58 mmol, 80.84 μl) were added into the reaction mixture. The reaction mixture was stirred for 12 hr. The reaction mixture was purified acc... Reactants: [BH4-], [Br-], Cc1cc(S(=O)(=O)NC(C)(C)C)ccc1C#N, C1CCOC1, C[Mg+], CO, [Na+]. The product is Cc1cc(S(=O)(=O)NC(C)(C)C)ccc1C(C)N. As a reaction SMILES: [BH4-:23].[Br-:18].[C:1]([CH3:2])([CH3:3])([CH3:4])[NH:5][S:6](=[O:7])(=[O:8])[c:9]1[cH:10][c:11]([CH3:17])[c:12]([C:15]#[N:16])[cH:13][cH:14]1.[CH2:25]1[O:26][CH2:27][CH2:28][CH2:29]1.[CH3:19][Mg+:20].[CH3:21][OH:22].[Na+:24]>>[C:1]([CH3:2])([CH3:3])([CH3:4])[NH:5][S:6](=[O:7])(=[O:8])[c:9]1[cH:10][c:11]([CH3:17])[c:12]([CH:15]([NH2:16])[CH3:19])[cH:13][cH:14]1. Reactants: FC(CSC1=C(N=NN1)C(=O)OCC)(F)F (Ethyl 5-[(2,2,2-trifluoroethyl)thio]-1H-1,2,3-triazole-4-carboxylate). Run in [OH-].[Na+] (sodium hydroxide). Conditions: temperature 70 celsius. The product is FC(CSC1=C(N=NN1)C(=O)O)(F)F (5-[(2,2,2-Trifluoroethyl)thio]-1H-1,2,3-triazole-4-carboxylic acid). The yield is 104.5%. RXN SMILES: [F:1][C:2]([F:16])([F:15])[CH2:3][S:4][C:5]1[NH:9][N:8]=[N:7][C:6]=1[C:10]([O:12]CC)=[O:11]>[OH-].[Na+]>[F:16][C:2]([F:1])([F:15])[CH2:3][S:4][C:5]1[NH:9][N:8]=[N:7][C:6]=1[C:10]([OH:12])=[O:11] |f:1.2|. Procedure details: Ethyl 5-[(2,2,2-trifluoroethyl)thio]-1H-1,2,3-triazole-4-carboxylate (0.086 g) was suspended in 1N aqueous sodium hydroxide solution and heated at 70° C. for 3 h. The reaction mixture was filtered and then acidified with concentrated hydrochloric acid. Concentration in vacuo afforded a colourless solid which was washed with ice cold water to afford the subtitle compound (0.080 g)